From a dataset of the Open Reaction Database (ORD), a public repository of structured organic reaction records. describe an organic reaction: reactants, conditions, products, and yield Reactants: [K+], [O-][Br+2]([O-])[O-], OCc1ccccc1. The product is O=Cc1ccccc1. As a reaction SMILES: [K+:9].[O-:10][Br+2:11]([O-:12])[O-:13].[OH:1][CH2:2][c:3]1[cH:4][cH:5][cH:6][cH:7][cH:8]1>>[O:1]=[CH:2][c:3]1[cH:4][cH:5][cH:6][cH:7][cH:8]1. The reactants are C(C)(C)(C)OC(=O)NCC#CC1=NC=C(C=C1[C@@H]1N(CCC1)C1=NC=2N(C=C1)N=CC2C(=O)OCC)F ((R)-ethyl 5-(2-(2-(3-(tert-butoxycarbonylamino)prop-1-ynyl)-5-fluoropyridin-3-yl)pyrrolidin-1-yl)pyrazolo[1,5-a]pyrimidine-3-carboxylate). Reagents/catalysts: O[Pd]O (dihydroxypalladium). The solvent is CO (MeOH). Reaction conditions: time 6 hour. The product is NCCCC1=NC=C(C=C1[C@@H]1N(CCC1)C1=NC=2N(C=C1)N=CC2C(=O)OCC)F ((R)-ethyl 5-(2-(2-(3-aminopropyl)-5-fluoropyridin-3-yl)pyrrolidin-1-yl)pyrazolo[1,5-a]pyrimidine-3-carboxylate). Yield: 107.8%. Reaction SMILES: C(OC([NH:8][CH2:9][C:10]#[C:11][C:12]1[C:17]([C@H:18]2[CH2:22][CH2:21][CH2:20][N:19]2[C:23]2[CH:28]=[CH:27][N:26]3[N:29]=[CH:30][C:31]([C:32]([O:34][CH2:35][CH3:36])=[O:33])=[C:25]3[N:24]=2)=[CH:16][C:15]([F:37])=[CH:14][N:13]=1)=O)(C)(C)C>CO.O[Pd]O>[NH2:8][CH2:9][CH2:10][CH2:11][C:12]1[C:17]([C@H:18]2[CH2:22][CH2:21][CH2:20][N:19]2[C:23]2[CH:28]=[CH:27][N:26]3[N:29]=[CH:30][C:31]([C:32]([O:34][CH2:35][CH3:36])=[O:33])=[C:25]3[N:24]=2)=[CH:16][C:15]([F:37])=[CH:14][N:13]=1. Procedure: To (R)-ethyl 5-(2-(2-(3-(tert-butoxycarbonylamino)prop-1-ynyl)-5-fluoropyridin-3-yl)pyrrolidin-1-yl)pyrazolo[1,5-a]pyrimidine-3-carboxylate (160 mg, 0.315 mmol) in MeOH (10 mL) was added dihydroxypalladium (101 mg, 0.144 mmol). The reaction mixture was stirred under a hydrogen balloon for 6 hours, then filtered through a pad of Celite® and washed with MeOH (30 mL). The filtrate was concentrated and the resultant residue was treated with 4 M HCl in dioxane (3 mL). After stirring for 30 minutes, t... Reactants: C(C(=O)Cl)(=O)Cl (Oxalyl chloride), C(C1=CC=CC=C1)OC(=O)NC1=C2N=CN(C2=NC=N1)CC(=O)O (N6 -(benzyloxycarbonyl)-9-(carboxymethyl)adenine). Product: C(C1=CC=CC=C1)OC(=O)NC1=C2N=CN(C2=NC=N1)CC(=O)Cl (N6 -(Benzyloxycarbonyl)-9-(chlorocarbonylmethyl)adenine). Conditions: time 2 hour. Solvent: ClCCl (dichloromethane). Reaction SMILES: [C:1](Cl)(=O)[C:2]([Cl:4])=[O:3].[CH2:7]([O:14][C:15]([NH:17][C:18]1[N:26]=[CH:25][N:24]=[C:23]2[C:19]=1[N:20]=[CH:21][N:22]2CC(O)=O)=[O:16])[C:8]1[CH:13]=[CH:12][CH:11]=[CH:10][CH:9]=1>ClCCl>[CH2:7]([O:14][C:15]([NH:17][C:18]1[N:26]=[CH:25][N:24]=[C:23]2[C:19]=1[N:20]=[CH:21][N:22]2[CH2:1][C:2]([Cl:4])=[O:3])=[O:16])[C:8]1[CH:13]=[CH:12][CH:11]=[CH:10][CH:9]=1. Procedure: Oxalyl chloride (6.3 g, 50 mmol) is added dropwise over 5 minutes to a solution of N6 -(benzyloxycarbonyl)-9-(carboxymethyl)adenine (16.6 g, 50 mmol) dissolved in dichloromethane (200 mL). The reaction is stirred until gas evolution has ceased and then for an additional 2 hours. The reaction mixture is evaporated to an oil. Reactants: C(C)(C)(C)OC(=O)N(CCC)CC(=O)O (2-[N-(t-butoxycarbonyl)-N-propylamino]acetic acid), C12(CC3CC(CC(C1)C3)C2)N (1-adamantaneamine), C(C)(C)N(C(C)C)CC (N,N-Diisopropylethylamine), O-(7-azabenzotriazol-1-yl)-N,N,N′,N-tetramethyluronium hexafluorophosphate. Solvent: C(Cl)Cl (methylene chloride). Product: C12(CC3CC(CC(C1)C3)C2)NC(CN(CCC)C(=O)OC(C)(C)C)=O (2-[N-(t-butoxycarbonyl)-N-propylamino]acetic acid N-(1-adamantyl)amide). As a reaction SMILES: [C:1]([O:5][C:6]([N:8]([CH2:12][C:13]([OH:15])=O)[CH2:9][CH2:10][CH3:11])=[O:7])([CH3:4])([CH3:3])[CH3:2].[C:16]12([NH2:26])[CH2:25][CH:20]3[CH2:21][CH:22]([CH2:24][CH:18]([CH2:19]3)[CH2:17]1)[CH2:23]2.C(N(CC)C(C)C)(C)C>C(Cl)Cl>[C:16]12([NH:26][C:13](=[O:15])[CH2:12][N:8]([C:6]([O:5][C:1]([CH3:2])([CH3:3])[CH3:4])=[O:7])[CH2:9][CH2:10][CH3:11])[CH2:23][CH:22]3[CH2:21][CH:20]([CH2:19][CH:18]([CH2:24]3)[CH2:17]1)[CH2:25]2. Procedure details: Next, methylene chloride (208 ml) was added to a mixture of 2-[N-(t-butoxycarbonyl)-N-propylamino]acetic acid (4.52 g, 20.8 mmol) and 1-adamantaneamine (3.46 g, 22.9 mmol), and the whole was stirred at room temperature. N,N-Diisopropylethylamine (7.25 ml, 41.6 mmol) and then O-(7-azabenzotriazol-1-yl)-N,N,N′,N-tetramethyluronium hexafluorophosphate (8.71 g, 22.9 mmol) were added thereto, and the whole was stirred overnight. The reaction mixture was concentrated under reduced pressure, and the re... Reactants: C1(=CC=CC=C1)[Mg]Br (Phenylmagnesium bromide), ClC1=C(C=C2N3CCC(C2=O)CC3)C=CC=C1 (2-(2-Chlorobenzylidene)-1-azabicyclo[2.2.2]octan-3-one), benzylidene. Run in C1(=CC=CC=C1)C (toluene), C1(=CC=CC=C1)C (toluene). Yields the product ClC1=C(C=CC=C1)C(C1N2CCC(C1=O)CC2)C2=CC=CC=C2 (2-[(2-Chlorophenyl)phenylmethyl]-1-azabicyclo[2.2.2]octan-3-one). RXN SMILES: [Cl:1][C:2]1[CH:17]=[CH:16][CH:15]=[CH:14][C:3]=1[CH:4]=[C:5]1[C:10](=[O:11])[CH:9]2[CH2:12][CH2:13][N:6]1[CH2:7][CH2:8]2.[C:18]1([Mg]Br)[CH:23]=[CH:22][CH:21]=[CH:20][CH:19]=1>C1(C)C=CC=CC=1>[Cl:1][C:2]1[CH:17]=[CH:16][CH:15]=[CH:14][C:3]=1[CH:4]([C:18]1[CH:23]=[CH:22][CH:21]=[CH:20][CH:19]=1)[CH:5]1[C:10](=[O:11])[CH:9]2[CH2:12][CH2:13][N:6]1[CH2:7][CH2:8]2. Procedure details: 2-(2-Chlorobenzylidene)-1-azabicyclo[2.2.2]octan-3-one (3 g) was dissolved in toluene (30 ml) and placed in a dropping funnel. Phenylmagnesium bromide was dissolved in toluene (15 ml) and stirred under nitrogen. This was cooled in an ice/water bath and the benzylidene solution was added dropwise. After 3 hrs the reaction was quenched with ammonium chloride solution and the aqueous layer extracted with dichloromethane (×4); this was combined with the original toluene layer and dried (MgSO4). The ... Reactants: Cc1nc(N)nc(-c2cccnc2F)n1, Nc1ccc(N)nc1. The product is Cc1nc(N)nc(-c2cccnc2Nc2ccc(N)nc2)n1. RXN SMILES: [F:1][c:2]1[n:3][cH:4][cH:5][cH:6][c:7]1-[c:8]1[n:9][c:10]([NH2:15])[n:11][c:12]([CH3:14])[n:13]1.[NH2:16][c:17]1[n:18][cH:19][c:20]([NH2:23])[cH:21][cH:22]1>>[c:2]1([NH:23][c:20]2[cH:19][n:18][c:17]([NH2:16])[cH:22][cH:21]2)[n:3][cH:4][cH:5][cH:6][c:7]1-[c:8]1[n:9][c:10]([NH2:15])[n:11][c:12]([CH3:14])[n:13]1. The reactants are C(C)(C)C1=CC=C(C=C1)CC(=O)O (4-isopropylphenylacetic acid), Cl.COC=1C=CC(=NC1)[C@@H](C)N ((1R)-1-(5-methoxypyridin-2-yl)ethylamine hydrochloride), C(CCl)Cl (EDC), ON1N=NC2=C1N=CC=C2 (1-hydroxy-7-azabenzotriazole), C(C)(C)N(C(C)C)CC (N,N-diisopropylethylamine). The solvent is CN(C)C=O (DMF). Run at time 2.5 hour. Yields the product C(C)(C)C1=CC=C(C=C1)CC(=O)N[C@H](C)C1=NC=C(C=C1)OC (2-(4-isopropylphenyl)-N-[(1R)-1-(5-methoxypyridin-2-yl)ethyl]acetamide). Reaction SMILES: [CH:1]([C:4]1[CH:9]=[CH:8][C:7]([CH2:10][C:11]([OH:13])=O)=[CH:6][CH:5]=1)([CH3:3])[CH3:2].Cl.[CH3:15][O:16][C:17]1[CH:18]=[CH:19][C:20]([C@H:23]([NH2:25])[CH3:24])=[N:21][CH:22]=1.C(Cl)CCl.ON1C2N=CC=CC=2N=N1.C(N(CC)C(C)C)(C)C>CN(C=O)C>[CH:1]([C:4]1[CH:5]=[CH:6][C:7]([CH2:10][C:11]([NH:25][C@@H:23]([C:20]2[CH:19]=[CH:18][C:17]([O:16][CH3:15])=[CH:22][N:21]=2)[CH3:24])=[O:13])=[CH:8][CH:9]=1)([CH3:2])[CH3:3] |f:1.2|. Procedure details: To a suspension of 4-isopropylphenylacetic acid (2.5 g, 14.0 mmol), (1R)-1-(5-methoxypyridin-2-yl)ethylamine hydrochloride (3.2 g, 16.8 mmol), EDC (3.24 g, 16.9 mmol), and 1-hydroxy-7-azabenzotriazole (2.3 g, 16.8 mmol) in DMF (60 mL) was added N,N-diisopropylethylamine (5.2 mL, 29.6 mmol). The reaction mixture was stirred at room temperature for 2.5 h and then concentrated to 20 mL and diluted with CH2Cl2 (100 mL). The solution was washed with water (100 mL) and the aqueous layer was extracted ... Starting materials: Cc1cccc2c(C3OC(COCc4ccccc4)C(OCc4ccccc4)C(OCc4ccccc4)C3OCc3ccccc3)cn(Cc3ccc(C=CCC(=O)O)cc3)c12, OCCOCc1ccccc1, CN(C)c1ccncc1, C(=NC1CCCCC1)=NC1CCCCC1, ClCCl. The product is Cc1cccc2c(C3OC(COCc4ccccc4)C(OCc4ccccc4)C(OCc4ccccc4)C3OCc3ccccc3)cn(Cc3ccc(C=CCC(=O)OCCOCc4ccccc4)cc3)c12. RXN SMILES: [CH2:1]([c:2]1[cH:3][cH:4][cH:5][cH:6][cH:7]1)[O:8][CH:9]1[CH:10]([c:40]2[cH:41][n:42]([CH2:50][c:51]3[cH:52][cH:53][c:54]([CH:57]=[CH:58][CH2:59][C:60](=[O:61])[OH:62])[cH:55][cH:56]3)[c:43]3[c:44]([CH3:49])[cH:45][cH:46][cH:47][c:48]23)[O:11][CH:12]([CH2:31][O:32][CH2:33][c:34]2[cH:35][cH:36][cH:37][cH:38][cH:39]2)[CH:13]([O:23][CH2:24][c:25]2[cH:26][cH:27][cH:28][cH:29][cH:30]2)[CH:14]1[O:15][CH2:16][c:17]1[cH:18][cH:19][cH:20][cH:21][cH:22]1.[CH2:63]([c:64]1[cH:65][cH:66][cH:67][cH:68][cH:69]1)[O:70][CH2:71][CH2:72][OH:73].[CH3:89][N:90]([CH3:91])[c:92]1[cH:93][cH:94][n:95][cH:96][cH:97]1.[CH:74]1([N:75]=[C:76]=[N:77][CH:78]2[CH2:79][CH2:80][CH2:81][CH2:82][CH2:83]2)[CH2:84][CH2:85][CH2:86][CH2:87][CH2:88]1.[Cl:98][CH2:99][Cl:100]>>[CH2:1]([c:2]1[cH:3][cH:4][cH:5][cH:6][cH:7]1)[O:8][CH:9]1[CH:10]([c:40]2[cH:41][n:42]([CH2:50][c:51]3[cH:52][cH:53][c:54]([CH:57]=[CH:58][CH2:59][C:60](=[O:61])[O:62][CH2:72][CH2:71][O:70][CH2:63][c:64]4[cH:65][cH:66][cH:67][cH:68][cH:69]4)[cH:55][cH:56]3)[c:43]3[c:44]([CH3:49])[cH:45][cH:46][cH:47][c:48]23)[O:11][CH:12]([CH2:31][O:32][CH2:33][c:34]2[cH:35][cH:36][cH:37][cH:38][cH:39]2)[CH:13]([O:23][CH2:24][c:25]2[cH:26][cH:27][cH:28][cH:29][cH:30]2)[CH:14]1[O:15][CH2:16][c:17]1[cH:18][cH:19][cH:20][cH:21][cH:22]1. Starting materials: S(=O)(O)[O-].[Na+] (sodium hydrogen sulfite), O1CCOC2=C1C=CC(=C2)C=2N=C(NC2C2=NC=CC=C2)C2=CC=C(C#N)C=C2 (4-[4-(2,3-Dihydro-benzo[1,4]dioxin-6-yl)-5-pyridin-2-yl-1H-imidazol-2-yl]benzonitrile), OO (hydrogen peroxide), C([O-])([O-])=O.[K+].[K+] (Potassium carbonate). Run in CO (methanol). Reaction conditions: time 18 hour. Product: O1CCOC2=C1C=CC(=C2)C=2N=C(NC2C2=NC=CC=C2)C2=CC=C(C(=O)N)C=C2 (4-[4-(2,3-Dihydro-benzo[1,4]dioxin-6-yl)-5-pyridin-2-yl-1H-imidazol-2-yl]-benzamide). Reaction SMILES: [O:1]1[C:6]2[CH:7]=[CH:8][C:9]([C:11]3[N:12]=[C:13]([C:22]4[CH:29]=[CH:28][C:25]([C:26]#[N:27])=[CH:24][CH:23]=4)[NH:14][C:15]=3[C:16]3[CH:21]=[CH:20][CH:19]=[CH:18][N:17]=3)=[CH:10][C:5]=2[O:4][CH2:3][CH2:2]1.C(=O)([O-])[O-:31].[K+].[K+].OO.S([O-])(O)=O.[Na+]>CO>[O:1]1[C:6]2[CH:7]=[CH:8][C:9]([C:11]3[N:12]=[C:13]([C:22]4[CH:23]=[CH:24][C:25]([C:26]([NH2:27])=[O:31])=[CH:28][CH:29]=4)[NH:14][C:15]=3[C:16]3[CH:21]=[CH:20][CH:19]=[CH:18][N:17]=3)=[CH:10][C:5]=2[O:4][CH2:3][CH2:2]1 |f:1.2.3,5.6|. Reported procedure: 4-[4-(2,3-Dihydro-benzo[1,4]dioxin-6-yl)-5-pyridin-2-yl-1H-imidazol-2-yl]benzonitrile (1 g) was dissolved in methanol (200 ml). Potassium carbonate was added (1 g) and the resulting suspension treated dropwise with an aqueous hydrogen peroxide solution (10 ml of 30% w/v solution) at 0° C. The suspension was stirred at room temperature for 18 hours then cautiously poured into saturated sodium hydrogen sulfite solution (200 ml) at 0° C. The mixture was tested for the presence of oxidant (starch-io...